This data is from the Open Reaction Database (ORD), a public repository of structured organic reaction records. The task is: describe an organic reaction: reactants, conditions, products, and yield Starting materials: CC(C)(C)OC(=O)N1CCC(N)CC1, CC(=O)O[BH-](OC(C)=O)OC(C)=O, CC(=O)O, ClCCCl, [Na+], O=Cc1ccsc1. The product is CC(C)(C)OC(=O)N1CCC(NCc2ccsc2)CC1. RXN SMILES: [C:1]([CH3:2])([CH3:3])([CH3:4])[O:5][C:6](=[O:7])[N:8]1[CH2:9][CH2:10][CH:11]([NH2:14])[CH2:12][CH2:13]1.[C:26]([O:27][BH-:28]([O:29][C:30](=[O:31])[CH3:32])[O:33][C:34](=[O:35])[CH3:36])(=[O:37])[CH3:38].[CH3:22][C:23](=[O:24])[OH:25].[Cl:40][CH2:41][CH2:42][Cl:43].[Na+:39].[s:15]1[cH:16][c:17]([CH:20]=[O:21])[cH:18][cH:19]1>>[C:1]([CH3:2])([CH3:3])([CH3:4])[O:5][C:6](=[O:7])[N:8]1[CH2:9][CH2:10][CH:11]([NH:14][CH2:20][c:17]2[cH:16][s:15][cH:19][cH:18]2)[CH2:12][CH2:13]1. Starting materials: ClC1=C(C=CC(=C1)Cl)C(CN1N=CN=C1)(C(C)(C)C(=O)OCC)O (2-(2,4-dichlorophenyl)-3-ethoxycarbonyl-3-methyl-1-(1H-1,2,4-triazol-1-yl)butan-2-ol), N (ammonia). Solvent: C(C)O (ethanol). Conditions: time 8 day. Yields the product C(N)(=O)C(C(CN1N=CN=C1)(O)C1=C(C=C(C=C1)Cl)Cl)(C)C (3-Carbamoyl-2-(2,4-dichlorophenyl)-3-methyl-1-(1H-1,2,4-triazol-1-yl)butan-2-ol). Reaction SMILES: [Cl:1][C:2]1[CH:7]=[C:6]([Cl:8])[CH:5]=[CH:4][C:3]=1[C:9]([OH:24])([C:16]([C:19](OCC)=[O:20])([CH3:18])[CH3:17])[CH2:10][N:11]1[CH:15]=[N:14][CH:13]=[N:12]1.[NH3:25]>C(O)C>[C:19]([C:16]([CH3:18])([CH3:17])[C:9]([C:3]1[CH:4]=[CH:5][C:6]([Cl:8])=[CH:7][C:2]=1[Cl:1])([OH:24])[CH2:10][N:11]1[CH:15]=[N:14][CH:13]=[N:12]1)(=[O:20])[NH2:25]. Procedure: To a solution of 2-(2,4-dichlorophenyl)-3-ethoxycarbonyl-3-methyl-1-(1H-1,2,4-triazol-1-yl)butan-2-ol (75 mg) in ethanol (5 ml), aqueous ammonia (sp. gr. 0.88, 12 ml.) was added and the solution was left at room temperature (20° C.) for eight days. The solvent was then evaporated in vacuo, the residue was partitioned between methylene chloride and water, and the organic extracts were washed with brine and dried (MgSO4). Removal of solvent followed by flash chromatography on silica (30 g) and elu... Product: COC1=CC=C(CN2CCOC3=C2C=CC(=C3)[N+](=O)[O-])C=C1 (3,4-dihydro-4-(p-methoxybenzyl)-7-nitro-2H-1,4-benzoxazine). As a reaction SMILES: [N+:1]([C:4]1[CH:13]=[CH:12][C:7]2[NH:8][CH2:9][CH2:10][O:11][C:6]=2[CH:5]=1)([O-:3])=[O:2].[CH:14](=O)[C:15]1[CH:20]=[CH:19][C:18]([O:21][CH3:22])=[CH:17][CH:16]=1.[BH3-]C#N.[Na+]>>[CH3:22][O:21][C:18]1[CH:19]=[CH:20][C:15]([CH2:14][N:8]2[C:7]3[CH:12]=[CH:13][C:4]([N+:1]([O-:3])=[O:2])=[CH:5][C:6]=3[O:11][CH2:10][CH2:9]2)=[CH:16][CH:17]=1 |f:2.3|. Procedure details: This compound was prepared by General Method 3 (EXAMPLE 1) from 3,4-dihydro-7-nitro-2H-1,4-benzoxazine (EXAMPLE 1) (305 mg, 1.7 mmol), p-anisaldehyde (2.3 g, 17 mmol) and NaBH3CN (532 mg, 8.4 mmol) to afford 361 mg (70%) of 3,4-dihydro-4-(p-methoxybenzyl)-7-nitro-2H-1,4-benzoxazine, an yellow solid. Data for 3,4-dihydro-4-(p-methoxybenzyl)-7-nitro-2H-1,4-benzoxazine: Rf 0.79 (3:2 EtOAc:hexanes); 1H NMR (400 MHz, CDCl3) δ 7.76 (dd, 1H, J=9.0, 2.6), 7.70 (d, 1H, J=2.5), 7.14 (d, 2H, J=8.6), 6.88 (... Starting materials: [N+](=O)([O-])C1=CC2=C(NCCO2)C=C1 (3,4-dihydro-7-nitro-2H-1,4-benzoxazine), C(C1=CC=C(C=C1)OC)=O (p-anisaldehyde), [BH3-]C#N.[Na+] (NaBH3CN). The yield is 70.7%. Reactants: CCOc1cc(C(C)(C)C)ncc1C1=NC(C)(c2ccc(Cl)cc2)C(C)(c2ccc(Cl)cc2)N1C(=O)N1CCC(CC(=O)O)CC1, CNc1ccc(OC)cc1. Yields the product CCOc1cc(C(C)(C)C)ncc1C1=NC(C)(c2ccc(Cl)cc2)C(C)(c2ccc(Cl)cc2)N1C(=O)N1CCC(CC(=O)N(C)c2ccc(OC)cc2)CC1. As a reaction SMILES: [C:1]([CH3:2])([CH3:3])([CH3:4])[c:5]1[cH:6][c:7]([O:44][CH2:45][CH3:46])[c:8]([C:11]2=[N:15][C:14]([CH3:16])([c:17]3[cH:18][cH:19][c:20]([Cl:23])[cH:21][cH:22]3)[C:13]([CH3:24])([c:25]3[cH:26][cH:27][c:28]([Cl:31])[cH:29][cH:30]3)[N:12]2[C:32](=[O:33])[N:34]2[CH2:35][CH2:36][CH:37]([CH2:40][C:41](=[O:42])[OH:43])[CH2:38][CH2:39]2)[cH:9][n:10]1.[CH3:47][O:48][c:49]1[cH:50][cH:51][c:52]([NH:55][CH3:56])[cH:53][cH:54]1>>[C:1]([CH3:2])([CH3:3])([CH3:4])[c:5]1[cH:6][c:7]([O:44][CH2:45][CH3:46])[c:8]([C:11]2=[N:15][C:14]([CH3:16])([c:17]3[cH:18][cH:19][c:20]([Cl:23])[cH:21][cH:22]3)[C:13]([CH3:24])([c:25]3[cH:26][cH:27][c:28]([Cl:31])[cH:29][cH:30]3)[N:12]2[C:32](=[O:33])[N:34]2[CH2:35][CH2:36][CH:37]([CH2:40][C:41](=[O:42])[N:55]([c:52]3[cH:51][cH:50][c:49]([O:48][CH3:47])[cH:54][cH:53]3)[CH3:56])[CH2:38][CH2:39]2)[cH:9][n:10]1.